Dataset: the Open Reaction Database (ORD), a public repository of structured organic reaction records. Task: describe an organic reaction: reactants, conditions, products, and yield Reactants: ClC1=CC(=C(C=C1[N+](=O)[O-])N1C(N(C(=CC1=O)C(F)(F)F)C)=O)F (3-(4-chloro-2-fluoro-5-nitrophenyl)-1-methyl-6-(trifluoromethyl)-2,4(1H,3H)-pyrimidinedione). The reagents and catalysts are [Fe] (iron). The solvent is C(C)(=O)O (acetic acid), O (water). Reaction conditions: temperature 55 celsius, time 90 minute. The product is NC=1C(=CC(=C(C1)N1C(N(C(=CC1=O)C(F)(F)F)C)=O)F)Cl (3-(5-amino-4-chloro-2-fluorophenyl)-1-methyl-6-(trifluoromethyl)-2,4(1H,3H)-Pyrimidinedione). Isolated yield 86.0%. Reaction SMILES: [Cl:1][C:2]1[C:7]([N+:8]([O-])=O)=[CH:6][C:5]([N:11]2[C:16](=[O:17])[CH:15]=[C:14]([C:18]([F:21])([F:20])[F:19])[N:13]([CH3:22])[C:12]2=[O:23])=[C:4]([F:24])[CH:3]=1>C(O)(=O)C.O.[Fe]>[NH2:8][C:7]1[C:2]([Cl:1])=[CH:3][C:4]([F:24])=[C:5]([N:11]2[C:16](=[O:17])[CH:15]=[C:14]([C:18]([F:21])([F:20])[F:19])[N:13]([CH3:22])[C:12]2=[O:23])[CH:6]=1. Procedure details: A solution of 3-(4-chloro-2-fluoro-5-nitrophenyl)-1-methyl-6-(trifluoromethyl)-2,4(1H,3H)-pyrimidinedione (3.00 g, 8.16 mmol) in acetic acid is heated to 50-60° C., treated portionwise with iron powder (2.28 g, 40.8 mmol) over 10 minutes, stirred at 50-60° C. for 90 minutes, cooled to room temperature, and diluted with water. The resultant aqueous mixture is filtered to remove solids and extracted with diethyl ether. The organic extracts are combined, washed sequentially with 1 M sodium hydroxid...